This data is from the Open Reaction Database (ORD), a public repository of structured organic reaction records. The task is: describe an organic reaction: reactants, conditions, products, and yield Starting materials: CCCCc1nn(-c2cc(C(=O)O)ccc2Cl)c(=O)n1Cc1ccc(-c2ccccc2S(=O)(=O)NC(=O)c2ccccc2Cl)cc1, CCCCNC, CCN(C(C)C)C(C)C, ClCCl, CN(C)C=O. Yields the product CCCCc1nn(-c2cc(C(=O)N(C)CCCC)ccc2Cl)c(=O)n1Cc1ccc(-c2ccccc2S(=O)(=O)NC(=O)c2ccccc2Cl)cc1. As a reaction SMILES: [CH2:1]([CH2:2][CH2:3][CH3:4])[c:5]1[n:6]([CH2:21][c:22]2[cH:23][cH:24][c:25](-[c:28]3[c:29]([S:34]([NH:35][C:36]([c:37]4[c:38]([Cl:43])[cH:39][cH:40][cH:41][cH:42]4)=[O:44])(=[O:45])=[O:46])[cH:30][cH:31][cH:32][cH:33]3)[cH:26][cH:27]2)[c:7](=[O:20])[n:8](-[c:10]2[c:11]([Cl:19])[cH:12][cH:13][c:14]([C:16](=[O:17])[OH:18])[cH:15]2)[n:9]1.[CH3:56][CH2:57][CH2:58][CH2:59][NH:60][CH3:61].[CH:47]([N:48]([CH2:49][CH3:50])[CH:51]([CH3:52])[CH3:53])([CH3:54])[CH3:55].[Cl:62][CH2:63][Cl:64].[O:65]=[CH:66][N:67]([CH3:68])[CH3:69]>>[CH2:1]([CH2:2][CH2:3][CH3:4])[c:5]1[n:6]([CH2:21][c:22]2[cH:23][cH:24][c:25](-[c:28]3[c:29]([S:34]([NH:35][C:36]([c:37]4[c:38]([Cl:43])[cH:39][cH:40][cH:41][cH:42]4)=[O:44])(=[O:45])=[O:46])[cH:30][cH:31][cH:32][cH:33]3)[cH:26][cH:27]2)[c:7](=[O:20])[n:8](-[c:10]2[c:11]([Cl:19])[cH:12][cH:13][c:14]([C:16](=[O:18])[N:60]([CH2:59][CH2:58][CH2:57][CH3:56])[CH3:61])[cH:15]2)[n:9]1. Starting materials: C(C1=CC=CC=C1)ON(CCCCC#N)C(CCCCCCCN(C(CCCCCCCNOCC1=CC=CC=C1)=O)OCC1=CC=CC=C1)=O (6,15,24-Tris(benzyloxy)-7,16-dioxo-6,15,24-triazatetracosanenitrile), C(C)(=O)Cl (acetyl chloride), C(C1=CC=CC=C1)ON(C(CCCCCl)=O)CCCCC#N (N-(Benzyloxy)-N-(4-cyanobutyl)-5-chloropentanamide). Solvent: CCOC(=O)C.CCCCCC (EtOAc hexane). Yields the product C(C1=CC=CC=C1)ON(CCCCC#N)C(CCCCCCCN(C(CCCCCCCN(C(C)=O)OCC1=CC=CC=C1)=O)OCC1=CC=CC=C1)=O (6,15,24-Tris(benzyloxy)-7,16,25-trioxo-6,15,24-triazahexacosanenitrile). As a reaction SMILES: [CH2:1]([O:8][N:9]([C:16](=[O:51])[CH2:17][CH2:18][CH2:19][CH2:20][CH2:21][CH2:22][CH2:23][N:24]([O:43][CH2:44][C:45]1[CH:50]=[CH:49][CH:48]=[CH:47][CH:46]=1)[C:25](=[O:42])[CH2:26][CH2:27][CH2:28][CH2:29][CH2:30][CH2:31][CH2:32][NH:33][O:34][CH2:35][C:36]1[CH:41]=[CH:40][CH:39]=[CH:38][CH:37]=1)[CH2:10][CH2:11][CH2:12][CH2:13][C:14]#[N:15])[C:2]1[CH:7]=[CH:6][CH:5]=[CH:4][CH:3]=1.[C:52](Cl)(=[O:54])[CH3:53].C(ON(CCCCC#N)C(=O)CCCCCl)C1C=CC=CC=1>CCOC(C)=O.CCCCCC>[CH2:1]([O:8][N:9]([C:16](=[O:51])[CH2:17][CH2:18][CH2:19][CH2:20][CH2:21][CH2:22][CH2:23][N:24]([O:43][CH2:44][C:45]1[CH:50]=[CH:49][CH:48]=[CH:47][CH:46]=1)[C:25](=[O:42])[CH2:26][CH2:27][CH2:28][CH2:29][CH2:30][CH2:31][CH2:32][N:33]([O:34][CH2:35][C:36]1[CH:41]=[CH:40][CH:39]=[CH:38][CH:37]=1)[C:52](=[O:54])[CH3:53])[CH2:10][CH2:11][CH2:12][CH2:13][C:14]#[N:15])[C:2]1[CH:3]=[CH:4][CH:5]=[CH:6][CH:7]=1 |f:3.4|. Procedure: Compound [VI] (0.93 g, 1.33 mmol) was treated with acetyl chloride (0.160 g, 2.04 mmol) by the procedure used for (3). Silica gel column chromatography (3:1 EtOAc/hexane) produced 0.95 g (96%) of [VII] as an oil: NMR δ 1.17-1.87 (m, 24H), 2.07 (s, 3H), 2.27-2.47 (m, 6H), 3.47-3.73 (m, 6H), 4.77 (s, 6H), 7.33 (s, 15H). Anal. (C44H60N4O6) C, H, N. The reactants are [OH-].[Na+] (sodium hydroxide), BrC=1C=CC(=C2CCC(NC12)=O)O (8-bromo-5-hydroxy-3,4-dihydrocarbostyril), C([O-])([O-])=O.[K+].[K+] (potassium carbonate), C(Cl)C1CO1 (epichlorohydrin). Run in C(C)(C)O (isopropanol). Product: BrC=1C=CC(=C2CCC(NC12)=O)OCC1CO1 (8-bromo-5-(2,3-epoxypropoxy)-3,4-dihydrocarbostyril). Reaction SMILES: [Br:1][C:2]1[CH:3]=[CH:4][C:5]([OH:13])=[C:6]2[C:11]=1[NH:10][C:9](=[O:12])[CH2:8][CH2:7]2.C(=O)([O-])[O-].[K+].[K+].[CH2:20]([CH:22]1[O:24][CH2:23]1)Cl.[OH-].[Na+]>C(O)(C)C>[Br:1][C:2]1[CH:3]=[CH:4][C:5]([O:13][CH2:20][CH:22]2[O:24][CH2:23]2)=[C:6]2[C:11]=1[NH:10][C:9](=[O:12])[CH2:8][CH2:7]2 |f:1.2.3,5.6|. Procedure: 20.0 Grams of 8-bromo-5-hydroxy-3,4-dihydrocarbostyril and 18 g of potassium carbonate were dispersed in 160 ml of isopropanol, then 40 ml of epichlorohydrin was added thereinto and reacted at 80° C. for 6 hours. The reaction mixture was concentrated under a reduced pressure and to the residue thus obtained was added 100 ml of 2N-sodium hydroxide and stirred well. The insoluble matters formed were obtained by filtration and washed with water and dried to obtain crude crystals. Recrystallization ... Reactants: CC(CC)(C)NC(=O)C1CCNCC1 (piperidine-4-carboxylic acid (1,1-dimethyl-propyl)-amide), C(C)OC(=O)C1CCN(CC1)CC1=CC(=CC=C1)NC(=O)OC(C)(C)C (1-(3-tert-Butoxycarbonylamino-benzyl)-piperidine-4-carboxylic acid ethyl ester), 1.001d, C(C)(C)(C)OC(NC1=CC(=CC=C1)C=O)=O ((3-formyl-phenyl)-carbamic acid tert-butyl ester). Product: CC(CC)(C)NC(=O)C1CCN(CC1)CC1=CC(=CC=C1)N (1-(3-Amino-benzyl)-piperidine-4-carboxylic acid (1,1-dimethyl-propyl)-amide). As a reaction SMILES: C(O[C:4]([CH:6]1[CH2:11][CH2:10][N:9]([CH2:12][C:13]2[CH:18]=[CH:17][CH:16]=[C:15]([NH:19]C(OC(C)(C)C)=O)[CH:14]=2)[CH2:8][CH2:7]1)=[O:5])C.C(OC(=O)NC1C=CC=C(C=O)C=1)(C)(C)C.[CH3:43][C:44]([NH:48]C(C1CCNCC1)=O)([CH3:47])[CH2:45][CH3:46]>>[CH3:43][C:44]([NH:48][C:4]([CH:6]1[CH2:7][CH2:8][N:9]([CH2:12][C:13]2[CH:18]=[CH:17][CH:16]=[C:15]([NH2:19])[CH:14]=2)[CH2:10][CH2:11]1)=[O:5])([CH3:47])[CH2:45][CH3:46]. Procedure: The title compound is prepared according to the reaction 1.001a and 1.001d described above using (3-formyl-phenyl)-carbamic acid tert-butyl ester and piperidine-4-carboxylic acid (1,1-dimethyl-propyl)-amide: LC-MS A: tR=0.48 min; [M+H]+=304.23. Starting materials: BrC(Br)(Br)Br, CC(C)(C)[Si](C)(C)O[Si](C)(C)C(C)(C)C, OCC#CCO, ClCCl, c1ccc(P(c2ccccc2)c2ccccc2)cc1. The product is CC(C)(C)[Si](C)(C)O[Si](C)(C)C(C)(C)C, OCC#CCBr. As a reaction SMILES: [C:20]([Br:21])([Br:22])([Br:23])[Br:24].[C:25]([CH3:26])([CH3:27])([CH3:28])[Si:29]([CH3:30])([CH3:31])[O:32][Si:33]([C:34]([CH3:35])([CH3:36])[CH3:37])([CH3:38])[CH3:39].[CH2:40]([C:41]#[C:42][CH2:43][OH:44])[OH:45].[Cl:46][CH2:47][Cl:48].[c:1]1([P:2]([c:3]2[cH:4][cH:5][cH:6][cH:7][cH:8]2)[c:9]2[cH:10][cH:11][cH:12][cH:13][cH:14]2)[cH:15][cH:16][cH:17][cH:18][cH:19]1>>[C:25]([CH3:26])([CH3:27])([CH3:28])[Si:29]([CH3:30])([CH3:31])[O:32][Si:33]([C:34]([CH3:35])([CH3:36])[CH3:37])([CH3:38])[CH3:39].[CH2:20]([Br:24])[C:41]#[C:42][CH2:43][OH:44]. Yields the product C(C1=CC=CC=C1)O[C@H]1[C@@H](OC)O[C@@H]([C@H]([C@@H]1OCC1=CC=CC=C1)OCC1=CC=CC=C1)CCI.[I-] (iodide methyl 2,3,4-tri-O-benzyl-6,7-dideoxy-7-iodo-α-D-glucoheptopyranoside). Reactants: C(C1=CC=CC=C1)O[C@H]1[C@@H](OC)O[C@@H]([C@H]([C@@H]1OCC1=CC=CC=C1)OCC1=CC=CC=C1)CCOS(=O)(=O)C (methyl 2,3,4-tri-O-benzyl-6-deoxy-7-O-methylsulfonyl-α-D-glucoheptopyranoside), solution, [I-].[Mg+2].[I-] (magnesium iodide), [I-].[Mg+2].[I-] (magnesium iodide), O (water). As a reaction SMILES: [CH2:1]([O:8][C@@H:9]1[C@@H:16]([O:17][CH2:18][C:19]2[CH:24]=[CH:23][CH:22]=[CH:21][CH:20]=2)[C@H:15]([O:25][CH2:26][C:27]2[CH:32]=[CH:31][CH:30]=[CH:29][CH:28]=2)[C@@H:14]([CH2:33][CH2:34]OS(C)(=O)=O)[O:13][C@@H:10]1[O:11][CH3:12])[C:2]1[CH:7]=[CH:6][CH:5]=[CH:4][CH:3]=1.[I-:40].[Mg+2].[I-].O>CCOCC>[CH2:1]([O:8][C@@H:9]1[C@@H:16]([O:17][CH2:18][C:19]2[CH:24]=[CH:23][CH:22]=[CH:21][CH:20]=2)[C@H:15]([O:25][CH2:26][C:27]2[CH:32]=[CH:31][CH:30]=[CH:29][CH:28]=2)[C@@H:14]([CH2:33][CH2:34][I:40])[O:13][C@@H:10]1[O:11][CH3:12])[C:2]1[CH:7]=[CH:6][CH:5]=[CH:4][CH:3]=1.[I-:40] |f:1.2.3,6.7|. Procedure: To a solution of methyl 2,3,4-tri-O-benzyl-6-deoxy-7-O-methylsulfonyl-α-D-glucoheptopyranoside (0.38 g, 0.83 mmol) in ether (5 ml) was added at 0° C. a 0.375 M solution of magnesium iodide (6.7 ml). The mixture was stirred 15 min at 0° C. The excess of magnesium iodide was hydrolyzed with water. The reaction mixture was washed with sodium thiosulfate and Water. The organic layer was dried over sodium sulfate, filtered and concentrated under reduced pressure to afford an oil. Flash chromatography... Run at temperature 0 celsius, time 15 minute. The solvent is CCOCC (ether). The reactants are CCCCCCN=C=O, Nc1ccc(N2CCN(C(=O)c3ccccc3C(F)(F)F)CC2)nn1. Yields the product CCCCCCNC(=O)Nc1ccc(N2CCN(C(=O)c3ccccc3C(F)(F)F)CC2)nn1. As a reaction SMILES: [CH2:1]([CH2:2][CH2:3][CH2:4][CH2:5][CH3:6])[N:7]=[C:8]=[O:9].[NH2:10][c:11]1[cH:12][cH:13][c:14]([N:17]2[CH2:18][CH2:19][N:20]([C:23](=[O:24])[c:25]3[c:26]([C:31]([F:32])([F:33])[F:34])[cH:27][cH:28][cH:29][cH:30]3)[CH2:21][CH2:22]2)[n:15][n:16]1>>[CH2:1]([CH2:2][CH2:3][CH2:4][CH2:5][CH3:6])[NH:7][C:8](=[O:9])[NH:10][c:11]1[cH:12][cH:13][c:14]([N:17]2[CH2:18][CH2:19][N:20]([C:23](=[O:24])[c:25]3[c:26]([C:31]([F:32])([F:33])[F:34])[cH:27][cH:28][cH:29][cH:30]3)[CH2:21][CH2:22]2)[n:15][n:16]1.